Dataset: the Open Reaction Database (ORD), a public repository of structured organic reaction records. Task: describe an organic reaction: reactants, conditions, products, and yield Starting materials: F[B-](F)(F)F, COc1cnc(-n2cnc(C)n2)c2[nH]cc(C(=O)C(=O)O)c12, CN1CCOCC1, Cl, CN(C)C=O, c1ccc(-c2ncnc3c2CCNC3)nc1, CN(C)C(On1nnc2ccccc21)=[N+](C)C. The product is COc1cnc(-n2cnc(C)n2)c2[nH]cc(C(=O)C(=O)N3CCc4c(ncnc4-c4ccccn4)C3)c12. As a reaction SMILES: [B-:47]([F:48])([F:49])([F:50])[F:51].[CH3:18][O:19][c:20]1[c:21]2[c:22]([c:23](-[n:26]3[n:27][c:28]([CH3:31])[n:29][cH:30]3)[n:24][cH:25]1)[nH:32][cH:33][c:34]2[C:35]([C:36](=[O:37])[OH:38])=[O:39].[CH3:40][N:41]1[CH2:42][CH2:43][O:44][CH2:45][CH2:46]1.[ClH:1].[O:69]=[CH:70][N:71]([CH3:72])[CH3:73].[n:2]1[c:3](-[c:8]2[c:9]3[c:10]([n:11][cH:12][n:13]2)[CH2:14][NH:15][CH2:16][CH2:17]3)[cH:4][cH:5][cH:6][cH:7]1.[n:52]1([O:53][C:54]([N:55]([CH3:56])[CH3:57])=[N+:58]([CH3:59])[CH3:60])[c:61]2[cH:62][cH:63][cH:64][cH:65][c:66]2[n:67][n:68]1>>[n:2]1[c:3](-[c:8]2[c:9]3[c:10]([n:11][cH:12][n:13]2)[CH2:14][N:15]([C:36]([C:35]([c:34]2[c:21]4[c:20]([O:19][CH3:18])[cH:25][n:24][c:23](-[n:26]5[n:27][c:28]([CH3:31])[n:29][cH:30]5)[c:22]4[nH:32][cH:33]2)=[O:39])=[O:37])[CH2:16][CH2:17]3)[cH:4][cH:5][cH:6][cH:7]1. Reactants: [N+](=O)([O-])C=1C=C2C=CNC2=CC1 (5-nitro-1H-indole), C1CCN2CCC(CC12)=O (7-octahydroindolizinone). Run in [OH-].[K+] (potassium hydroxide), O (water). Yields the product C1CCN2CC=C(CC12)C1=CNC2=CC=C(C=C12)[N+](=O)[O-] (3-(1,2,3,4,5,8-Hexahydroindolizin-7-yl)-5-Nitro-1H-Indole). Isolated yield 38.2%. As a reaction SMILES: [N+:1]([C:4]1[CH:5]=[C:6]2[C:10](=[CH:11][CH:12]=1)[NH:9][CH:8]=[CH:7]2)([O-:3])=[O:2].[CH2:13]1[CH:21]2[N:16]([CH2:17][CH2:18][C:19](=O)[CH2:20]2)[CH2:15][CH2:14]1>[OH-].[K+].O>[CH2:13]1[CH:21]2[N:16]([CH2:17][CH:18]=[C:19]([C:7]3[C:6]4[C:10](=[CH:11][CH:12]=[C:4]([N+:1]([O-:3])=[O:2])[CH:5]=4)[NH:9][CH:8]=3)[CH2:20]2)[CH2:15][CH2:14]1 |f:2.3|. Procedure details: A mixture of 5-nitro-1H-indole (4.48 g, 27.6 mmol) and and 7-octahydroindolizinone (5.0 g, 35.9 mmol) in methanolic potassium hydroxide (10% potassium hydroxide in 50 mL of methanol) was heated to reflux for 3.5 hours. The reaction was diluted with water and the precipitate was collected by filtration. The filter cake was triturated with hot diethyl ether and filtered. The filter cake was recrystallized from methanol and dried to give 2.99 g of the title compound. (38.5%). Calculated for C16H17N... Run in O1CCOCC1 (dioxane), C1(=CC=CC=C1)C (toluene). Starting materials: C(C)(C)N1CCNCC1 (1-isopropylpiperazine), BrC1=CC(=C(C=C1)NC(OC(C)(C)C)=O)[N+](=O)[O-] (tert-butyl (4-bromo-2-nitrophenyl)carbamate), C(=O)([O-])[O-].[Cs+].[Cs+] (Cs2CO3), CC1(C2=C(C(=CC=C2)P(C3=CC=CC=C3)C4=CC=CC=C4)OC5=C(C=CC=C51)P(C6=CC=CC=C6)C7=CC=CC=C7)C (Xantphos). Yield: 69.9%. Procedure: 1-isopropylpiperazine (1.29 g, 5.66 mmol) and tert-butyl (4-bromo-2-nitrophenyl)carbamate (1.5 g, 4.71 mmol) were taken in a mixture of dry toluene (15 mL) and dioxane (2 mL) in a seal tube under argon atmosphere at room temperature. The Argon gas was purged for 5-10 min. Then Cs2CO3 (3.06 g, 9.43 mmol) and Xantphos (0.54 g, 0.94 mmol) were added and the resulting reaction mixture was purged with argon gas for 5 min., followed by Pd2(dba)3 (0.43 g, 0.47 mmol). The argon gas purging was continued... Reaction SMILES: [CH:1]([N:4]1[CH2:9][CH2:8][NH:7][CH2:6][CH2:5]1)([CH3:3])[CH3:2].Br[C:11]1[CH:16]=[CH:15][C:14]([NH:17][C:18](=[O:24])[O:19][C:20]([CH3:23])([CH3:22])[CH3:21])=[C:13]([N+:25]([O-:27])=[O:26])[CH:12]=1.C([O-])([O-])=O.[Cs+].[Cs+].CC1(C)C2C(=C(P(C3C=CC=CC=3)C3C=CC=CC=3)C=CC=2)OC2C(P(C3C=CC=CC=3)C3C=CC=CC=3)=CC=CC1=2>C1C=CC(/C=C/C(/C=C/C2C=CC=CC=2)=O)=CC=1.C1C=CC(/C=C/C(/C=C/C2C=CC=CC=2)=O)=CC=1.C1C=CC(/C=C/C(/C=C/C2C=CC=CC=2)=O)=CC=1.[Pd].[Pd].O1CCOCC1.C1(C)C=CC=CC=1>[CH:1]([N:4]1[CH2:9][CH2:8][N:7]([C:11]2[CH:16]=[CH:15][C:14]([NH:17][C:18](=[O:24])[O:19][C:20]([CH3:21])([CH3:22])[CH3:23])=[C:13]([N+:25]([O-:27])=[O:26])[CH:12]=2)[CH2:6][CH2:5]1)([CH3:3])[CH3:2] |f:2.3.4,6.7.8.9.10|. The product is C(C)(C)N1CCN(CC1)C1=CC(=C(C=C1)NC(OC(C)(C)C)=O)[N+](=O)[O-] (tert-butyl (4-(4-isopropylpiperazin-1-yl)-2-nitrophenyl)carbamate). Reagents/catalysts: C=1C=CC(=CC1)/C=C/C(=O)/C=C/C2=CC=CC=C2.C=1C=CC(=CC1)/C=C/C(=O)/C=C/C2=CC=CC=C2.C=1C=CC(=CC1)/C=C/C(=O)/C=C/C2=CC=CC=C2.[Pd].[Pd] (Pd2(dba)3). Conditions: temperature 100 celsius, time 5 minute. The reactants are FC(C=1C=C(CNC(=O)C2=CC(=NC=C2)C2=C(C=CC(=C2)N2CCCCC2)NC(=O)C=2C=C(CSCCC(=O)O)C=CC2)C=CC1)(F)F (3-(3-((2-(4-((3-(trifluoromethyl)benzyl)carbamoyl)pyridin-2-yl)-4-(piperidin-1-yl)phenyl)carbamoyl)benzylthio)propanoic acid), FC(C=1C=C(C=CC1)C(C)N)(F)F (1-(3-(trifluoromethyl)phenyl)ethanamine). Product: N1(CCCCC1)C1=CC(=C(C=C1)NC(=O)C=1C=C(CSCCC(=O)O)C=CC1)C1=NC=CC(=C1)C(NC(C)C1=CC(=CC=C1)C(F)(F)F)=O (3-(3-(4-(piperidin-1-yl)-2-(4-(1-(3-(trifluoromethyl)phenyl)ethylcarbamoyl)pyridin-2-yl)phenylcarbamoyl)benzylthio)propanoic acid). Reaction SMILES: [F:1][C:2]([F:48])([F:47])[C:3]1[CH:4]=[C:5]([CH:44]=[CH:45][CH:46]=1)[CH2:6][NH:7][C:8]([C:10]1[CH:15]=[CH:14][N:13]=[C:12]([C:16]2[CH:21]=[C:20]([N:22]3[CH2:27][CH2:26][CH2:25][CH2:24][CH2:23]3)[CH:19]=[CH:18][C:17]=2[NH:28][C:29]([C:31]2[CH:32]=[C:33]([CH:41]=[CH:42][CH:43]=2)[CH2:34][S:35][CH2:36][CH2:37][C:38]([OH:40])=[O:39])=[O:30])[CH:11]=1)=[O:9].F[C:50](F)(F)C1C=C(C(N)C)C=CC=1>>[N:22]1([C:20]2[CH:19]=[CH:18][C:17]([NH:28][C:29]([C:31]3[CH:32]=[C:33]([CH:41]=[CH:42][CH:43]=3)[CH2:34][S:35][CH2:36][CH2:37][C:38]([OH:40])=[O:39])=[O:30])=[C:16]([C:12]3[CH:11]=[C:10]([C:8](=[O:9])[NH:7][CH:6]([C:5]4[CH:44]=[CH:45][CH:46]=[C:3]([C:2]([F:47])([F:1])[F:48])[CH:4]=4)[CH3:50])[CH:15]=[CH:14][N:13]=3)[CH:21]=2)[CH2:23][CH2:24][CH2:25][CH2:26][CH2:27]1. Procedure details: This compound was prepared using the procedure used to prepare 3-(3-((2-(4-((3-(trifluoromethyl)benzyl)carbamoyl)pyridin-2-yl)-4-(piperidin-1-yl)phenyl)carbamoyl)-benzylthio)propanoic acid 1.1, using 1-(3-(trifluoromethyl)phenyl)ethanamine in place of 3-(trifluoromethyl)benzylamine. 1H-NMR (300 MHz, CD3OD, ppm): δ 9.044-9.062 (d, J=5.4 Hz, 1H), 8.786-8.816 (d, J=9.0 Hz, 1H), 8.378 (s, 1H), 8.125-8.133 (d, J=2.4 Hz, 1H), 8.003 (s, 1H), 7.875-7.905 (m, 2H), 7.707-7.754 (m, 3H), 7.499-7.623 (m, 4H)...